Dataset: the Open Reaction Database (ORD), a public repository of structured organic reaction records. Task: describe an organic reaction: reactants, conditions, products, and yield Reactants: S(=O)(Cl)Cl (thionyl chloride), BrC(C(CCCC(=O)O)(F)F)(F)F (6-bromo-5,5,6,6-tetrafluorohexanoic acid). Conditions: temperature 50 celsius, time 4 hour. The product is BrC(C(CCCC(=O)Cl)(F)F)(F)F (6-bromo-5,5,6,6-tetrafluorohexanoyl chloride). The yield is 88.0%. Reaction SMILES: S(Cl)([Cl:3])=O.[Br:5][C:6]([F:17])([F:16])[C:7]([F:15])([F:14])[CH2:8][CH2:9][CH2:10][C:11](O)=[O:12]>>[Br:5][C:6]([F:17])([F:16])[C:7]([F:15])([F:14])[CH2:8][CH2:9][CH2:10][C:11]([Cl:3])=[O:12]. Procedure: In nitrogen atmosphere, 780 g (6.33 mol) of thionyl chloride was added to 1300 g (4.87 mol) of the 6-bromo-5,5,6,6-tetrafluorohexanoic acid obtained as discussed above, followed by stirring at 50° C. for 4 hours. Then distillation was conducted under reduced pressure thereby obtaining 1223 g of the objective 6-bromo-5,5,6,6-tetrafluorohexanoyl chloride in the form of a light yellow liquid (88% yield, 91% GC purity). Reactants: BrC=1C=C(C=CC1F)C1=CC(=NN1C1=CC(=CC=C1)Cl)C(=O)O (5-(3-Bromo-4-fluorophenyl)-1-(3-chlorophenyl)-1H-pyrazole-3-carboxylic acid), ClC=1C=C(C=CC1F)N1N=C(C=C1C1=CC(=CC(=C1)F)Cl)C(=O)N1CNC(C1)=O (1-{[1-(3-Chloro-4-fluorophenyl)-5-(3-chloro-5-fluorophenyl)-1H-pyrazol-3-yl]carbonyl}imidazolidin-4-one). The product is BrC=1C=C(C=CC1F)C1=CC(=NN1C1=CC(=CC=C1)Cl)C(=O)N1CNC(C1)=O (1-{[5-(3-Bromo-4-fluorophenyl)-1-(3-chlorophenyl)-1H-pyrazol-3-yl]carbonyl}imidazolidin-4-one). RXN SMILES: [Br:1][C:2]1[CH:3]=[C:4]([C:9]2[N:13]([C:14]3[CH:19]=[CH:18][CH:17]=[C:16]([Cl:20])[CH:15]=3)[N:12]=[C:11]([C:21]([OH:23])=O)[CH:10]=2)[CH:5]=[CH:6][C:7]=1[F:8].ClC1C=C(N2C(C3C=C(F)C=C(Cl)C=3)=CC(C([N:47]3[CH2:51][C:50](=[O:52])[NH:49][CH2:48]3)=O)=N2)C=CC=1F>>[Br:1][C:2]1[CH:3]=[C:4]([C:9]2[N:13]([C:14]3[CH:19]=[CH:18][CH:17]=[C:16]([Cl:20])[CH:15]=3)[N:12]=[C:11]([C:21]([N:47]3[CH2:51][C:50](=[O:52])[NH:49][CH2:48]3)=[O:23])[CH:10]=2)[CH:5]=[CH:6][C:7]=1[F:8]. Reported procedure: The preparation of the title compound takes place starting from the compound of Example 84A in analogy to the synthesis of the compound of Example 1. 26 mg (70% of theory) of the title compound are obtained. Reactants: C(CC(C)C)N (isoamylamine), BrC1=CC(=C(C=O)C=C1)Cl (4-bromo-2-chloro-benzaldehyde), [BH4-].[Na+] (sodium borohydride). Run in CO (methanol). Run at time 8 hour. The product is BrC1=CC(=C(CNCCC(C)C)C=C1)Cl ((4-Bromo-2-chloro-benzyl)-(3-methyl-butyl)-amine). Yield: 95.0%. As a reaction SMILES: [Br:1][C:2]1[CH:9]=[CH:8][C:5]([CH:6]=O)=[C:4]([Cl:10])[CH:3]=1.[CH2:11]([NH2:16])[CH2:12][CH:13]([CH3:15])[CH3:14].[BH4-].[Na+]>CO>[Br:1][C:2]1[CH:9]=[CH:8][C:5]([CH2:6][NH:16][CH2:11][CH2:12][CH:13]([CH3:15])[CH3:14])=[C:4]([Cl:10])[CH:3]=1 |f:2.3|. Procedure details: 4-bromo-2-chloro-benzaldehyde (I-3a: 10.0 g, 46.0 mmol) was dissolved in methanol and treated with isoamylamine (4.78 g, 54.7 mmol). After stirring overnight at room temperature, sodium borohydride (5.2 g, 138 mmol) was added to the reaction mixture. After stirring for 1 hour at room temperature, the reaction mixture was quenched using concentrated (37%) hydrochloric acid and the volatiles were removed under reduced pressure. The residue was taken up in an aqueous 2 N sodium hydroxide solution a...